Dataset: the Open Reaction Database (ORD), a public repository of structured organic reaction records. Task: describe an organic reaction: reactants, conditions, products, and yield Starting materials: NC=1C=2N(C=CN1)C(=NC2C2=CC=C(C(=O)NC1=NC=CC(=C1)C(F)(F)F)C=C2)[C@H]2NCCC2 ((S)-4-(8-amino-3-(pyrrolidin-2-yl)imidazo[1,5-a]pyrazin-1-yl)-N-(4-(trifluoromethyl)pyridin-2-yl)benzamide), NC=1C=2N(C=CN1)C(=NC2C2=CC=C(C(=O)NC1=NC=CC(=C1)C(F)(F)F)C=C2)[C@H]2NCCC2 ((S)-4-(8-amino-3-(pyrrolidin-2-yl)imidazo[1,5-a]pyrazin-1-yl)-N-(4-(trifluoromethyl)pyridin-2-yl)benzamide), C(C#CC)(=O)O (2-butynoic acid). The product is NC=1C=2N(C=CN1)C(=NC2C2=CC=C(C(=O)NC1=NC=CC(=C1)C(F)(F)F)C=C2)[C@H]2N(CCC2)C(C#CC)=O ((S)-4-(8-Amino-3-(1-but-2-ynoylpyrrolidin-2-yl)imidazo[1,5-a]pyrazin-1-yl)-N-(4-(trifluoromethyl)pyridin-2-yl)benzamide). Yield: 31.1%. Reaction SMILES: [NH2:1][C:2]1[C:3]2[N:4]([C:8]([C@@H:30]3[CH2:34][CH2:33][CH2:32][NH:31]3)=[N:9][C:10]=2[C:11]2[CH:29]=[CH:28][C:14]([C:15]([NH:17][C:18]3[CH:23]=[C:22]([C:24]([F:27])([F:26])[F:25])[CH:21]=[CH:20][N:19]=3)=[O:16])=[CH:13][CH:12]=2)[CH:5]=[CH:6][N:7]=1.[C:35](O)(=[O:39])[C:36]#[C:37][CH3:38]>>[NH2:1][C:2]1[C:3]2[N:4]([C:8]([C@@H:30]3[CH2:34][CH2:33][CH2:32][N:31]3[C:35](=[O:39])[C:36]#[C:37][CH3:38])=[N:9][C:10]=2[C:11]2[CH:29]=[CH:28][C:14]([C:15]([NH:17][C:18]3[CH:23]=[C:22]([C:24]([F:25])([F:27])[F:26])[CH:21]=[CH:20][N:19]=3)=[O:16])=[CH:13][CH:12]=2)[CH:5]=[CH:6][N:7]=1. Reported procedure: This compound was prepared, in an analogous manner as described in Example 2, from (S)-4-(8-amino-3-(pyrrolidin-2-yl)imidazo[1,5-a]pyrazin-1-yl)-N-(4-(trifluoromethyl)pyridin-2-yl)benzamide (intermediate 11) and 2-butynoic acid, to afford the title compound (7.1 mg, 31.1%). Data: UPLC (C) Rt: 2.63 min; m/z 534.2 (M+H)+. Starting materials: ClC=1C=C(C=CC1Cl)N1N=C(C=C1)OCC1OC1 (1-(3,4-dichlorophenyl)-3-(oxiran-2-ylmethoxy)-1H-pyrazole), N1CCOCC1 (morpholine), C([O-])([O-])=O.[K+].[K+] (potassium carbonate), [I-].[Na+] (sodium iodide). Run in CN(C=O)C (dimethylformamide). Product: ClC=1C=C(C=CC1Cl)N1N=C(C=C1)OCC(CN1CCOCC1)O (1-(1-(3,4-dichlorophenyl)-1H-pyrazol-3-yloxy)-3-morpholinopropan-2-ol). The yield is 37.3%. Reaction SMILES: [Cl:1][C:2]1[CH:3]=[C:4]([N:9]2[CH:13]=[CH:12][C:11]([O:14][CH2:15][CH:16]3[CH2:18][O:17]3)=[N:10]2)[CH:5]=[CH:6][C:7]=1[Cl:8].[NH:19]1[CH2:24][CH2:23][O:22][CH2:21][CH2:20]1.C(=O)([O-])[O-].[K+].[K+].[I-].[Na+]>CN(C)C=O>[Cl:1][C:2]1[CH:3]=[C:4]([N:9]2[CH:13]=[CH:12][C:11]([O:14][CH2:15][CH:16]([OH:17])[CH2:18][N:19]3[CH2:24][CH2:23][O:22][CH2:21][CH2:20]3)=[N:10]2)[CH:5]=[CH:6][C:7]=1[Cl:8] |f:2.3.4,5.6|. Procedure details: A mixture of 1-(3,4-dichlorophenyl)-3-(oxiran-2-ylmethoxy)-1H-pyrazole (0.23 g, 0.82 mmol), morpholine (72 mg, 0.82 mmol), potassium carbonate (0.34 g, 2.47 mmol) and sodium iodide (123 mg, 0.82 mmol) in dimethylformamide (6 ml) was refluxed 8 hrs and the solvent evaporated in vacuo. To the crude residue was added water and dichlorometane, the aqueous solution extracted several times with dichlorometane and the combined organic phases washed with water, dried over sodium sulphate, filtered and e... Reactants: C([O-])([O-])=O.[K+].[K+] (potassium carbonate), ClC1=NC=C(C=C1)C(F)(F)F (2-chloro-5-trifluoromethylpyridine), CON=C(C1=C(C=CC=C1)O)C=1OCCN1 (2-hydroxyphenyl 2-oxazolin-2-yl ketone O-methyloxime), [OH-].[Na+] (NaOH). Run in CN(C)C=O (DMF). Conditions: temperature 100 celsius, time 2.5 hour. Product: CON=C(C1=C(C=CC=C1)OC1=NC=C(C=C1)C(F)(F)F)C=1OCCN1 (2-(5-trifluoromethyl-2-pyridyloxy)phenyl 2-oxazolin-2-yl ketone O-methyloxime). The yield is 52.0%. As a reaction SMILES: C(=O)([O-])[O-].[K+].[K+].Cl[C:8]1[CH:13]=[CH:12][C:11]([C:14]([F:17])([F:16])[F:15])=[CH:10][N:9]=1.[CH3:18][O:19][N:20]=[C:21]([C:29]1[O:30][CH2:31][CH2:32][N:33]=1)[C:22]1[CH:27]=[CH:26][CH:25]=[CH:24][C:23]=1[OH:28].[OH-].[Na+]>CN(C=O)C>[CH3:18][O:19][N:20]=[C:21]([C:29]1[O:30][CH2:31][CH2:32][N:33]=1)[C:22]1[CH:27]=[CH:26][CH:25]=[CH:24][C:23]=1[O:28][C:8]1[CH:13]=[CH:12][C:11]([C:14]([F:17])([F:16])[F:15])=[CH:10][N:9]=1 |f:0.1.2,5.6|. Procedure details: DMF (2.2 ml), potassium carbonate (210 mg, 1.5 mmol) and 2-chloro-5-trifluoromethylpyridine (220 mg, 1.2 mmol) were added to 2-hydroxyphenyl 2-oxazolin-2-yl ketone O-methyloxime (220 mg, 1.0 mmol), and the mixture was stirred at 100° C. for 2.5 hours. After completion of the reaction, 1N NaOH (100 ml) was added, and the mixture was extracted with ether. The ether layer was dried over anhydrous sodium sulfate and concentrated under reduced pressure. The residue was purified by silica gel chromato... The reactants are CN(C)Cc1ccc(CCSCCN2C(=O)c3ccccc3C2=O)o1, CSC(=NC#N)SC, CCN, NN. Yields the product CSC(=NCCSCCc1ccc(CN(C)C)o1)NC#N. Reaction SMILES: [C:1]1(=[O:2])[N:5]([CH2:6][CH2:7][S:8][CH2:9][CH2:10][c:11]2[o:12][c:13]([CH2:16][N:17]([CH3:18])[CH3:19])[cH:14][cH:15]2)[C:3](=[O:4])[c:20]2[cH:21][cH:22][cH:23][cH:24][c:25]21.[C:31](#[N:32])[N:33]=[C:34]([S:35][CH3:36])[S:37][CH3:38].[CH3:28][CH2:29][NH2:30].[NH2:26][NH2:27]>>[N:5]([CH2:6][CH2:7][S:8][CH2:9][CH2:10][c:11]1[o:12][c:13]([CH2:16][N:17]([CH3:18])[CH3:19])[cH:14][cH:15]1)=[C:34]([NH:33][C:31]#[N:32])[S:37][CH3:38]. Run at temperature 150 celsius, time 47 hour. Yields the product BrC1=CC(=C(C=C1)Cl)OC1CC1 (4-Bromo-1-chloro-2-cyclopropoxy-benzene). Starting materials: BrC1CC1 (bromocyclopropane), BrC=1C=CC(=C(C1)O)Cl (5-bromo-2-chlorophenol), BrC1CC1 (bromocyclopropane), C([O-])([O-])=O.[Cs+].[Cs+] (caesium carbonate), Cl (HCl). Procedure details: A mixture of 5-bromo-2-chlorophenol (543 mg, 2.62 mmol), bromocyclopropane (836 μl, 10.47 mmol) and caesium carbonate (1.701 g, 5.24 mmol) in N,N-dimethylacetamide (7.5 ml) was stirred for 47 h at 150° C. After 25.25 h further bromocyclopropane (836 μl, 10.47 mmol) was added. The reaction mixture was poured onto ice-water (40 ml) and set to pH=2 with aqueous HCl (1 N, 9.5 ml). This mixture was extracted with TBME (twice 50 ml). The organic layers were washed with brine (40 ml), combined and drie... The yield is 87.9%. Run in CN(C(C)=O)C (N,N-dimethylacetamide). Reaction SMILES: [Br:1][C:2]1[CH:3]=[CH:4][C:5]([Cl:9])=[C:6]([OH:8])[CH:7]=1.Br[CH:11]1[CH2:13][CH2:12]1.C(=O)([O-])[O-].[Cs+].[Cs+].Cl>CN(C)C(=O)C>[Br:1][C:2]1[CH:3]=[CH:4][C:5]([Cl:9])=[C:6]([O:8][CH:11]2[CH2:13][CH2:12]2)[CH:7]=1 |f:2.3.4|. Reactants: CCc1cc(-c2cncc(C(=O)O)c2)c(C)[nH]c1=O, Cc1ncc([N+](=O)[O-])n1CCN. Yields the product CCc1cc(-c2cncc(C(=O)NCCn3c([N+](=O)[O-])cnc3C)c2)c(C)[nH]c1=O. As a reaction SMILES: [CH2:1]([CH3:2])[c:3]1[cH:4][c:5](-[c:11]2[cH:12][n:13][cH:14][c:15]([C:17](=[O:18])[OH:19])[cH:16]2)[c:6]([CH3:10])[nH:7][c:8]1=[O:9].[CH3:20][c:21]1[n:22]([CH2:29][CH2:30][NH2:31])[c:23]([N+:26](=[O:27])[O-:28])[cH:24][n:25]1>>[CH2:1]([CH3:2])[c:3]1[cH:4][c:5](-[c:11]2[cH:12][n:13][cH:14][c:15]([C:17](=[O:19])[NH:31][CH2:30][CH2:29][n:22]3[c:21]([CH3:20])[n:25][cH:24][c:23]3[N+:26](=[O:27])[O-:28])[cH:16]2)[c:6]([CH3:10])[nH:7][c:8]1=[O:9]. The reactants are NCCCCCCN (1,6-diaminohexane), NCCCCCCN (1,6-diaminohexane), NCCCCCCN (1,6-diaminohexane), C1(=CC(=CC=C1)N=C=O)N=C=O (1,3-phenylenediisocyanate). Conditions: time 3 minute. The product is C1(=CC(=CC=C1)N=C=O)N=C=O.NCCCCCCN (1,3 -phenylenediisocyanate 1,6-diaminohexane). Reaction SMILES: [NH2:1][CH2:2][CH2:3][CH2:4][CH2:5][CH2:6][CH2:7][NH2:8].[C:9]1([N:18]=[C:19]=[O:20])[CH:14]=[CH:13][CH:12]=[C:11]([N:15]=[C:16]=[O:17])[CH:10]=1>>[C:9]1([N:18]=[C:19]=[O:20])[CH:14]=[CH:13][CH:12]=[C:11]([N:15]=[C:16]=[O:17])[CH:10]=1.[NH2:1][CH2:2][CH2:3][CH2:4][CH2:5][CH2:6][CH2:7][NH2:8] |f:2.3|. Procedure details: Next, the 1,6-diaminohexane vapor in the condensing chamber 2 was adiabatically expanded, and the introduced base particles were exposed thereto for 3 minutes. Consequently, 1,6-diaminohexane condensed on the surface of the base particles. A polymerization reaction took place between 1,6-diaminohexane condensed on the surface of the base particles and 1,3-phenylenediisocyanate contained therein, forming a film of 1,3 -phenylenediisocyanate-1,6-diaminohexane co-polymer on the surface of the base ...